From a dataset of the Open Reaction Database (ORD), a public repository of structured organic reaction records. describe an organic reaction: reactants, conditions, products, and yield Reactants: Oc1cccnc1Cl, C1CCOC1, c1ccc(P(c2ccccc2)c2ccccc2)cc1, OCc1ccncc1. Product: Clc1ncccc1OCc1ccncc1. RXN SMILES: [Cl:1][c:2]1[n:3][cH:4][cH:5][cH:6][c:7]1[OH:8].[O:36]1[CH2:37][CH2:38][CH2:39][CH2:40]1.[c:17]1([P:18]([c:19]2[cH:20][cH:21][cH:22][cH:23][cH:24]2)[c:25]2[cH:26][cH:27][cH:28][cH:29][cH:30]2)[cH:31][cH:32][cH:33][cH:34][cH:35]1.[n:9]1[cH:10][cH:11][c:12]([CH2:15][OH:16])[cH:13][cH:14]1>>[Cl:1][c:2]1[n:3][cH:4][cH:5][cH:6][c:7]1[O:8][CH2:15][c:12]1[cH:11][cH:10][n:9][cH:14][cH:13]1. Reactants: CN(C)C1(c2ccccc2)CCC(NC(=O)NCCc2c[nH]c3ccc(F)cc23)CC1, C[Si](C)(C)Cl, CCC(C)=O. The product is CN(C)C1(c2ccccc2)CCC(NC(=O)NCCc2c[nH]c3ccc(F)cc23)CC1, Cl. Reaction SMILES: [CH3:1][N:2]([C:3]1([c:25]2[cH:26][cH:27][cH:28][cH:29][cH:30]2)[CH2:4][CH2:5][CH:6]([NH:9][C:10](=[O:11])[NH:12][CH2:13][CH2:14][c:15]2[cH:16][nH:17][c:18]3[cH:19][cH:20][c:21]([F:24])[cH:22][c:23]23)[CH2:7][CH2:8]1)[CH3:31].[CH3:32][Si:33]([Cl:34])([CH3:35])[CH3:36].[CH3:37][C:38]([CH2:39][CH3:40])=[O:41]>>[CH3:1][N:2]([C:3]1([c:25]2[cH:26][cH:27][cH:28][cH:29][cH:30]2)[CH2:4][CH2:5][CH:6]([NH:9][C:10](=[O:11])[NH:12][CH2:13][CH2:14][c:15]2[cH:16][nH:17][c:18]3[cH:19][cH:20][c:21]([F:24])[cH:22][c:23]23)[CH2:7][CH2:8]1)[CH3:31].[ClH:34]. Reactants: CCCCP(=CC#N)(CCCC)CCCC, CSc1c(O)ccc2[nH]ncc12, CC(C)(C)OC(=O)N1CCCC(Oc2ccc3[nH]ncc3c2S(C)(=O)=O)CC1, Cc1ccccc1, O=C1c2ccccc2C(=O)N1C1CCC(O)CC1. The product is CSc1c(OC2CCC(N3C(=O)c4ccccc4C3=O)CC2)ccc2[nH]ncc12. Reaction SMILES: [C:59]([CH:60]=[P:61]([CH2:62][CH2:63][CH2:64][CH3:65])([CH2:66][CH2:67][CH2:68][CH3:69])[CH2:70][CH2:71][CH2:72][CH3:73])#[N:74].[CH3:1][S:2][c:3]1[c:4]2[cH:5][n:6][nH:7][c:8]2[cH:9][cH:10][c:11]1[OH:12].[CH3:31][S:32]([c:33]1[c:34]([O:35][CH:36]2[CH2:37][CH2:38][CH2:39][N:40]([C:41]([O:42][C:43]([CH3:44])([CH3:45])[CH3:46])=[O:47])[CH2:48][CH2:49]2)[cH:50][cH:51][c:52]2[c:53]1[cH:54][n:55][nH:56]2)(=[O:57])=[O:58].[CH3:75][c:76]1[cH:77][cH:78][cH:79][cH:80][cH:81]1.[OH:13][CH:14]1[CH2:15][CH2:16][CH:17]([N:20]2[C:21](=[O:30])[c:22]3[cH:23][cH:24][cH:25][cH:26][c:27]3[C:28]2=[O:29])[CH2:18][CH2:19]1>>[CH3:1][S:2][c:3]1[c:4]2[cH:5][n:6][nH:7][c:8]2[cH:9][cH:10][c:11]1[O:12][CH:14]1[CH2:15][CH2:16][CH:17]([N:20]2[C:21](=[O:30])[c:22]3[cH:23][cH:24][cH:25][cH:26][c:27]3[C:28]2=[O:29])[CH2:18][CH2:19]1. Starting materials: C(C)N(C(=S)OC=1C(=NC=CC1)F)CC (3-diethylthiocarbamoyloxy-2-fluoropyridine), Cl (HCl), [Li]CCCC (n-BuLi), C(C)N(C(=O)Cl)CC (diethylcarbamoyl chloride). The solvent is C1CCOC1 (THF), O (water), C1CCOC1 (THF). Reaction conditions: temperature -10 celsius, time 1 hour. Yields the product C(C)N(C(C1(C(N=CC=C1)F)OC(N(CC)CC)=S)=O)CC (N,N-diethyl-3-(diethylthiocarbamoyloxy)-2-fluoronicotinamide). The yield is 65.0%. Reaction SMILES: [Li]CCCC.[CH2:6]([N:8]([CH2:19][CH3:20])[C:9]([O:11][C:12]1[C:13]([F:18])=[N:14][CH:15]=[CH:16][CH:17]=1)=[S:10])[CH3:7].[CH2:21]([N:23]([CH2:27][CH3:28])[C:24](Cl)=[O:25])[CH3:22].Cl>C1COCC1.O>[CH2:21]([N:23]([CH2:27][CH3:28])[C:24](=[O:25])[C:12]1([O:11][C:9](=[S:10])[N:8]([CH2:6][CH3:7])[CH2:19][CH3:20])[CH:17]=[CH:16][CH:15]=[N:14][CH:13]1[F:18])[CH3:22]. Procedure: 250 ml (400 mmol) of n-BuLi (1.6M in hexane) are added to a solution of 57.9 g (410 mmol) of TMP in 750 ml of THF at -10° C. After the mixture has been stirred for 1 hour at -10° C., a solution of 64 g (280 mmol) of 3-diethylthiocarbamoyloxy-2-fluoropyridine in 200 ml of THF is added dropwise at -78° C. in the course of 30 minutes. After the mixture has been stirred for 1 hour at -78° C., 81.4 g (600 mmol) of diethylcarbamoyl chloride are added in the course of 1 minute, the mixture is stirred a... As a reaction SMILES: [CH3:1][CH:2]1[NH:3][CH2:4][CH2:5][C:6]1([OH:7])[CH3:8].[F:9][c:10]1[c:11]([C:12]#[N:13])[cH:14][cH:15][c:16]([F:19])[c:17]1[CH3:18].[Li+:20].[Li+:21].[O-:22][C:23](=[O:24])[O-:25]>>[CH3:1][CH:2]1[N:3]([c:16]2[cH:15][cH:14][c:11]([C:12]#[N:13])[c:10]([F:9])[c:17]2[CH3:18])[CH2:4][CH2:5][C:6]1([OH:7])[CH3:8]. Starting materials: CC1NCCC1(C)O, Cc1c(F)ccc(C#N)c1F, [Li+], [Li+], O=C([O-])[O-]. Product: Cc1c(N2CCC(C)(O)C2C)ccc(C#N)c1F.